Dataset: the Open Reaction Database (ORD), a public repository of structured organic reaction records. Task: describe an organic reaction: reactants, conditions, products, and yield Starting materials: [Br-], C[Mg+], CON(C)C(=O)c1n[nH]c2ccccc12, [Cl-], [NH4+], C1CCOC1, O. Yields the product CC(=O)c1n[nH]c2ccccc12. RXN SMILES: [Br-:16].[CH3:17][Mg+:18].[CH3:1][O:2][N:3]([C:4](=[O:5])[c:6]1[n:7][nH:8][c:9]2[cH:10][cH:11][cH:12][cH:13][c:14]12)[CH3:15].[Cl-:20].[NH4+:21].[O:22]1[CH2:23][CH2:24][CH2:25][CH2:26]1.[OH2:19]>>[C:4](=[O:5])([c:6]1[n:7][nH:8][c:9]2[cH:10][cH:11][cH:12][cH:13][c:14]12)[CH3:17]. Reactants: CS(=O)(=O)c1cc(C(=O)O)ccc1Cl, Cc1ccc(O[Si](C)(C)C)cn1, CI, COC(=O)c1ccc(Oc2ccc(C)nc2)c(S(C)(=O)=O)c1, [K+], [K+], N=C(N)N, O=C([O-])[O-], CN(C)C=O. Yields the product Cc1ccc(Oc2ccc(C(=O)N=C(N)N)cc2S(C)(=O)=O)cn1. Reaction SMILES: [CH3:27][S:28]([c:29]1[cH:30][c:31]([C:36]([OH:37])=[O:38])[cH:32][cH:33][c:34]1[Cl:35])(=[O:39])=[O:40].[CH3:41][c:42]1[n:43][cH:44][c:45]([O:46][Si:47]([CH3:48])([CH3:49])[CH3:50])[cH:51][cH:52]1.[CH3:53][I:54].[CH3:5][S:6](=[O:7])(=[O:8])[c:9]1[cH:10][c:11]([C:12](=[O:13])[O:14][CH3:15])[cH:16][cH:17][c:18]1[O:19][c:20]1[cH:21][n:22][c:23]([CH3:26])[cH:24][cH:25]1.[K+:55].[K+:56].[NH2:1][C:2]([NH2:3])=[NH:4].[O-:57][C:58]([O-:59])=[O:60].[O:61]=[CH:62][N:63]([CH3:64])[CH3:65]>>[N:1](=[C:2]([NH2:3])[NH2:4])[C:12]([c:11]1[cH:10][c:9]([S:6]([CH3:5])(=[O:7])=[O:8])[c:18]([O:19][c:20]2[cH:21][n:22][c:23]([CH3:26])[cH:24][cH:25]2)[cH:17][cH:16]1)=[O:13]. The reactants are Cl.C(C)NCCN1C(C=2C(C1=O)=CC=CC2)=O (N-[2-(ethylamino)ethyl]phthalimide hydrochloride salt). Solvent: ClCCl (dichloromethane). Yields the product C(C)NCCN1C(C=2C(C1=O)=CC=CC2)=O (N-[2-(ethylamino)ethyl]phthalimide). Yield: 82.3%. RXN SMILES: Cl.[CH2:2]([NH:4][CH2:5][CH2:6][N:7]1[C:11](=[O:12])[C:10]2=[CH:13][CH:14]=[CH:15][CH:16]=[C:9]2[C:8]1=[O:17])[CH3:3]>ClCCl>[CH2:2]([NH:4][CH2:5][CH2:6][N:7]1[C:11](=[O:12])[C:10]2=[CH:13][CH:14]=[CH:15][CH:16]=[C:9]2[C:8]1=[O:17])[CH3:3] |f:0.1|. Procedure: A suspension of N-[2-(ethylamino)ethyl]phthalimide hydrochloride salt (1) (2.00 g, 7.86 mmol) (Jones, J. H.; Holtz, W. J.; Cragoe, E. J. 6-Substituted 5-chloro-1,3-dihydro-2H-imidazo[4,5-b]pyrazin-2-ones with hypotensive activity. J. Med. Chem. 1973, 16, 537-42) in dichloromethane (100 mL) was washed with a 5% aqueous sodium carbonate solution (5 mL). The mixture was extracted with dichloromethane (40 mL). The organic layers were combined, dried on magnesium sulfate, filtered and evaporated unde... Reactants: C(C)(=O)C1=CC=C(C=C1)S(=O)(=O)NC=1SC=CN1 (4-acetyl-N-thiazol-2-yl-benzenesulfonamide), C([O-])([O-])=O.[K+].[K+] (potassium carbonate), CN(C)C=O (DMF), ClCOC (chloro-methoxy-methane). Run in O (water). Conditions: time 4 hour. Product: C(#N)C1=CC=C(C=C1)S(=O)(=O)N(C=1SC=CN1)COC (4-cyano-N-methoxymethyl-N-thiazol-2-yl-benzenesulfonamide). As a reaction SMILES: [C:1]([C:4]1[CH:9]=[CH:8][C:7]([S:10]([NH:13][C:14]2[S:15][CH:16]=[CH:17][N:18]=2)(=[O:12])=[O:11])=[CH:6][CH:5]=1)(=O)C.C(=O)([O-])[O-].[K+].[K+].Cl[CH2:26][O:27][CH3:28].C[N:30](C=O)C>O>[C:1]([C:4]1[CH:9]=[CH:8][C:7]([S:10]([N:13]([CH2:26][O:27][CH3:28])[C:14]2[S:15][CH:16]=[CH:17][N:18]=2)(=[O:12])=[O:11])=[CH:6][CH:5]=1)#[N:30] |f:1.2.3|. Procedure: To a suspension of 4-acetyl-N-thiazol-2-yl-benzenesulfonamide (10 mmol) and potassium carbonate (15 mmol) in DMF (30 mL) was added chloro-methoxy-methane (10 mmol) and the mixture was stirred for 4 h. The reaction mixture was diluted with water (30 mL) and the resulting mixture was extracted with ethyl acetate. The organic phase was washed with brine, dried over MgSO4, and concentrated in vacuo. The crude product was purified by column chromatography to give 4-cyano-N-methoxymethyl-N-thiazol-2-y... Reactants: [OH-].[Na+] (NaOH), C[C@]1(N(CCC1)C(=O)OC(C)(C)C)C(=O)[O-] ((R)-1-tert-butyl 2-methylpyrrolidine-1,2-dicarboxylate). Run in C1CCOC1.CO (THF MeOH). Conditions: time 8 hour. Product: C(C)(C)(C)OC(=O)N1[C@H](CCC1)C(=O)O ((R)-1-(tert-butoxycarbonyl)pyrrolidine-2-carboxylic acid). Yield: 64.0%. Reaction SMILES: [OH-].[Na+].C[C@:4]1([C:16]([O-:18])=[O:17])[CH2:8][CH2:7][CH2:6][N:5]1[C:9]([O:11][C:12]([CH3:15])([CH3:14])[CH3:13])=[O:10]>C1COCC1.CO>[C:12]([O:11][C:9]([N:5]1[CH2:6][CH2:7][CH2:8][C@@H:4]1[C:16]([OH:18])=[O:17])=[O:10])([CH3:15])([CH3:13])[CH3:14] |f:0.1,3.4|. Reported procedure: 1N NaOH (1.2 ml, 1.2 mmol, 1.2 eq) was added to a stirred solution of (R)-1-tert-butyl 2-methylpyrrolidine-1,2-dicarboxylate (0.267 g, 1.0 mmol, 1 eq) in 4 ml of 3:1 THF/MeOH. After stirring overnight the solvent was removed in vacuo. The residue was dissolved in saturated aqueous NaHCO3 and extracted with Et2O (×2). The aqueous layer was adjusted to pH {tilde over ( )} 4 with 1N HCl and extracted with EtOAc (×4). The combined EtOAc fractions were dried over Na2SO4. The inorganics were filtered ... The reactants are FC=1C=C(C=CC1OC1=C2C(=NC=C1)C=C(S2)I)C=2C(N(C(=NC2)NC2=CC=CC=C2)C)=O (5-(3-fluoro-4-(2-iodothieno[3,2-b]pyridin-7-yloxy)phenyl)-3-methyl-2-(phenylamino)pyrimidin-4(3H)-one), N1(CCOCC1)C(=O)C1=CC=C(C=C1)B(O)O (4-(morpholine-4-carbonyl)phenylboronic acid), [Cl-].[Li+] (lithium chloride). The reagents and catalysts are C=1C=CC(=CC1)[P](C=2C=CC=CC2)(C=3C=CC=CC3)[Pd]([P](C=4C=CC=CC4)(C=5C=CC=CC5)C=6C=CC=CC6)([P](C=7C=CC=CC7)(C=8C=CC=CC8)C=9C=CC=CC9)[P](C=1C=CC=CC1)(C=1C=CC=CC1)C=1C=CC=CC1 (Pd(PPh3)4). Solvent: O1CCOCC1 (dioxane), C(=O)([O-])[O-].[Na+].[Na+] (Na2CO3). Run at temperature 100 celsius, time 30 minute. Product: FC=1C=C(C=CC1OC1=C2C(=NC=C1)C=C(S2)C2=CC=C(C=C2)C(=O)N2CCOCC2)C=2C(N(C(=NC2)NC2=CC=CC=C2)C)=O (5-(3-fluoro-4-(2-(4-(morpholine-4-carbonyl)phenyl)thieno[3,2-b]pyridin-7-yloxy)phenyl)-3-methyl-2-(phenylamino)pyrimidin-4(3H)-one). As a reaction SMILES: [F:1][C:2]1[CH:3]=[C:4]([C:19]2[C:20](=[O:33])[N:21]([CH3:32])[C:22]([NH:25][C:26]3[CH:31]=[CH:30][CH:29]=[CH:28][CH:27]=3)=[N:23][CH:24]=2)[CH:5]=[CH:6][C:7]=1[O:8][C:9]1[CH:14]=[CH:13][N:12]=[C:11]2[CH:15]=[C:16](I)[S:17][C:10]=12.[N:34]1([C:40]([C:42]2[CH:47]=[CH:46][C:45](B(O)O)=[CH:44][CH:43]=2)=[O:41])[CH2:39][CH2:38][O:37][CH2:36][CH2:35]1.[Cl-].[Li+]>O1CCOCC1.C([O-])([O-])=O.[Na+].[Na+].C1C=CC([P]([Pd]([P](C2C=CC=CC=2)(C2C=CC=CC=2)C2C=CC=CC=2)([P](C2C=CC=CC=2)(C2C=CC=CC=2)C2C=CC=CC=2)[P](C2C=CC=CC=2)(C2C=CC=CC=2)C2C=CC=CC=2)(C2C=CC=CC=2)C2C=CC=CC=2)=CC=1>[F:1][C:2]1[CH:3]=[C:4]([C:19]2[C:20](=[O:33])[N:21]([CH3:32])[C:22]([NH:25][C:26]3[CH:31]=[CH:30][CH:29]=[CH:28][CH:27]=3)=[N:23][CH:24]=2)[CH:5]=[CH:6][C:7]=1[O:8][C:9]1[CH:14]=[CH:13][N:12]=[C:11]2[CH:15]=[C:16]([C:45]3[CH:44]=[CH:43][C:42]([C:40]([N:34]4[CH2:39][CH2:38][O:37][CH2:36][CH2:35]4)=[O:41])=[CH:47][CH:46]=3)[S:17][C:10]=12 |f:2.3,5.6.7,^1:68,70,89,108|. Procedure: A suspension of 5-(3-fluoro-4-(2-iodothieno[3,2-b]pyridin-7-yloxy)phenyl)-3-methyl-2-(phenylamino)pyrimidin-4(3H)-one (Example 143, Step F, 0.018 g, 0.0316 mmol), 4-(morpholine-4-carbonyl)phenylboronic acid (0.009 g, 0.038 mmol), Pd(PPh3)4 (0.002 g, 0.002 mmol) and lithium chloride (0.005 g, 0.126 mmol) in dioxane (1 mL) and 2 M aqueous Na2CO3 (1 mL) was stirred at 100° C. for 30 minutes. The reaction mixture was cooled to room temperature and then partitioned between EtOAc and H2O. The layers w... Starting materials: COc1ccc(C2=C(Br)CCCc3cc(OCc4ccccc4)ccc32)cc1, [Cl-], [Cl-], Cl, [Li]c1ccccc1, C1CCOC1, [Zn+2]. Yields the product COc1ccc(C2=C(c3ccccc3)CCCc3cc(OCc4ccccc4)ccc32)cc1. Reaction SMILES: [CH2:8]([c:9]1[cH:10][cH:11][cH:12][cH:13][cH:14]1)[O:15][c:16]1[cH:17][cH:18][c:19]2[c:20]([cH:35]1)[CH2:21][CH2:22][CH2:23][C:24]([Br:34])=[C:25]2[c:26]1[cH:27][cH:28][c:29]([O:32][CH3:33])[cH:30][cH:31]1.[Cl-:42].[Cl-:44].[ClH:36].[Li:1][c:2]1[cH:3][cH:4][cH:5][cH:6][cH:7]1.[O:37]1[CH2:38][CH2:39][CH2:40][CH2:41]1.[Zn+2:43]>>[c:2]1([C:24]2=[C:25]([c:26]3[cH:27][cH:28][c:29]([O:32][CH3:33])[cH:30][cH:31]3)[c:19]3[cH:18][cH:17][c:16]([O:15][CH2:8][c:9]4[cH:10][cH:11][cH:12][cH:13][cH:14]4)[cH:35][c:20]3[CH2:21][CH2:22][CH2:23]2)[cH:3][cH:4][cH:5][cH:6][cH:7]1.